Dataset: the Open Reaction Database (ORD), a public repository of structured organic reaction records. Task: describe an organic reaction: reactants, conditions, products, and yield Reactants: C1(CC1)N1C=C(C(C2=CC(=C(C(=C12)F)F)F)=O)C(=O)O (1-cyclopropyl-6,7,8-trifluoro-1,4-dihydro -4-oxoquinoline-3-carboxylic acid), N1(CCCCC1)CC1CNCCO1 (2-(piperidinomethyl)morpholine). The product is C1(CC1)N1C=C(C(C2=CC(=C(C(=C12)F)N1CC(OCC1)CN1CCCCC1)F)=O)C(=O)O (1-cyclopropyl-6,8-difluoro-1,4-dihydro-4-oxo-7-[2-(piperidinomethyl)morpholino]quinoline-3-carboxylic acid). RXN SMILES: [CH:1]1([N:4]2[C:13]3[C:8](=[CH:9][C:10]([F:16])=[C:11](F)[C:12]=3[F:14])[C:7](=[O:17])[C:6]([C:18]([OH:20])=[O:19])=[CH:5]2)[CH2:3][CH2:2]1.[N:21]1([CH2:27][CH:28]2[O:33][CH2:32][CH2:31][NH:30][CH2:29]2)[CH2:26][CH2:25][CH2:24][CH2:23][CH2:22]1>>[CH:1]1([N:4]2[C:13]3[C:8](=[CH:9][C:10]([F:16])=[C:11]([N:30]4[CH2:31][CH2:32][O:33][CH:28]([CH2:27][N:21]5[CH2:22][CH2:23][CH2:24][CH2:25][CH2:26]5)[CH2:29]4)[C:12]=3[F:14])[C:7](=[O:17])[C:6]([C:18]([OH:20])=[O:19])=[CH:5]2)[CH2:3][CH2:2]1. Procedure details: By the use of 1-cyclopropyl-6,7,8-trifluoro-1,4-dihydro -4-oxoquinoline-3-carboxylic acid and 2-(piperidinomethyl)morpholine, the reaction is similarly carried out as Example 11 to give 1-cyclopropyl-6,8-difluoro-1,4-dihydro-4-oxo-7-[2-(piperidinomethyl)morpholino]quinoline-3-carboxylic acid 1/2 hydrate, melting at 160°-162° C.